Dataset: the Open Reaction Database (ORD), a public repository of structured organic reaction records. Task: describe an organic reaction: reactants, conditions, products, and yield The yield is 93.2%. Product: BrC1=CC=C(CC23CNCCN3C(N(C2=O)C2=CC(=CC(=C2)Cl)Cl)=O)C=C1 (6-(4-Bromobenzyl)-8-(3,5-dichlorophenyl)-1,4,8-triazabicyclo[4.3.0]nonane-7,9-dione). Conditions: time 5 hour. Reactants: C(C)(C)(C)OC(=O)N1CCN2C(N(C(C2(C1)CC1=CC=C(C=C1)Br)=O)C1=CC(=CC(=C1)Cl)Cl)=O (4-(tert-butoxycarbonyl)-6-(4-bromobenzyl)-8-(3,5-dichlorophenyl)-1,4,8-triazabicyclo[4.3.0]nonane-7,9-dione), C(=O)(C(F)(F)F)O (TFA), C(=O)(C(F)(F)F)O (TFA). RXN SMILES: C(OC([N:8]1[CH2:16][C:15]2([CH2:17][C:18]3[CH:23]=[CH:22][C:21]([Br:24])=[CH:20][CH:19]=3)[N:11]([C:12](=[O:34])[N:13]([C:26]3[CH:31]=[C:30]([Cl:32])[CH:29]=[C:28]([Cl:33])[CH:27]=3)[C:14]2=[O:25])[CH2:10][CH2:9]1)=O)(C)(C)C.C(O)(C(F)(F)F)=O>C(Cl)Cl>[Br:24][C:21]1[CH:22]=[CH:23][C:18]([CH2:17][C:15]23[C:14](=[O:25])[N:13]([C:26]4[CH:31]=[C:30]([Cl:32])[CH:29]=[C:28]([Cl:33])[CH:27]=4)[C:12](=[O:34])[N:11]2[CH2:10][CH2:9][NH:8][CH2:16]3)=[CH:19][CH:20]=1. The solvent is C(Cl)Cl (CH2Cl2), C(Cl)Cl (CH2Cl2). Reported procedure: To a solution of 4-(tert-butoxycarbonyl)-6-(4-bromobenzyl)-8-(3,5-dichlorophenyl)-1,4,8-triazabicyclo[4.3.0]nonane-7,9-dione (0.82 g) in CH2Cl2 (10 mL) was added TFA (0.5 mL). Additional TFA (0.5 mL) was added after 1 hour and 2.5 hours. After 5 hours, the reaction mixture was diluted with CH2Cl2, washed with aqueous NaHCO3, and brine, dried (Na2SO4), filtered, and concentrated to yield the titled compound (0.63 g). MS (m/z) 468 (MH+). mp 92.5° C. The reactants are O=C1c2ccccc2C(=O)N1CCCBr, Cc1ccc(S(=O)(=O)NCC(F)(F)CCOCc2ccccc2)cc1, CC(C)(C)[O-], [I-], [K+], [Na+], CN(C)C=O. The product is Cc1ccc(S(=O)(=O)N(CCCN2C(=O)c3ccccc3C2=O)CC(F)(F)CCOCc2ccccc2)cc1. As a reaction SMILES: [Br:32][CH2:33][CH2:34][CH2:35][N:36]1[C:37](=[O:46])[c:38]2[c:39]([cH:42][cH:43][cH:44][cH:45]2)[C:40]1=[O:41].[CH2:1]([c:2]1[cH:3][cH:4][cH:5][cH:6][cH:7]1)[O:8][CH2:9][CH2:10][C:11]([CH2:12][NH:13][S:14](=[O:15])(=[O:16])[c:17]1[cH:18][cH:19][c:20]([CH3:23])[cH:21][cH:22]1)([F:24])[F:25].[CH3:26][C:27]([CH3:28])([O-:29])[CH3:30].[I-:48].[K+:31].[Na+:47].[O:49]=[CH:50][N:51]([CH3:52])[CH3:53]>>[CH2:1]([c:2]1[cH:3][cH:4][cH:5][cH:6][cH:7]1)[O:8][CH2:9][CH2:10][C:11]([CH2:12][N:13]([S:14](=[O:15])(=[O:16])[c:17]1[cH:18][cH:19][c:20]([CH3:23])[cH:21][cH:22]1)[CH2:33][CH2:34][CH2:35][N:36]1[C:37](=[O:46])[c:38]2[c:39]([cH:42][cH:43][cH:44][cH:45]2)[C:40]1=[O:41])([F:24])[F:25]. The reactants are O=C(CS(=O)(=O)C=1C=C(C=C(C1OCCC)OCC1=CC=CC=C1)C1OC(CC1)C1=CC(=C(C(=C1)OC)OC)OC)C (2-[3-(2-oxopropylsufonyl)-4-n-propoxy-5-benzyloxy- phenyl]-5-(3,4,5-trimethoxyphenyl) tetrahydrofuran). The reagents and catalysts are C(C)(=O)O (acetic acid), [Pd] (Pd/C). Solvent: C(C)(=O)OCC (ethyl acetate). Reaction conditions: time 45 minute. Yields the product O=C(CS(=O)(=O)C=1C=C(C=C(C1OCCC)O)C1OC(CC1)C1=CC(=C(C(=C1)OC)OC)OC)C (2-[3-(2-Oxopropylsulfonyl)-4-n-propoxy 5-hydroxyphenyl]-5-(3,4,5-trimethoxyphenyl)tetrahydro-furan). Reaction SMILES: [O:1]=[C:2]([CH3:42])[CH2:3][S:4]([C:7]1[CH:8]=[C:9]([CH:25]2[CH2:29][CH2:28][CH:27]([C:30]3[CH:35]=[C:34]([O:36][CH3:37])[C:33]([O:38][CH3:39])=[C:32]([O:40][CH3:41])[CH:31]=3)[O:26]2)[CH:10]=[C:11]([O:17]CC2C=CC=CC=2)[C:12]=1[O:13][CH2:14][CH2:15][CH3:16])(=[O:6])=[O:5]>C(O)(=O)C.C(OCC)(=O)C.[Pd]>[O:1]=[C:2]([CH3:42])[CH2:3][S:4]([C:7]1[CH:8]=[C:9]([CH:25]2[CH2:29][CH2:28][CH:27]([C:30]3[CH:31]=[C:32]([O:40][CH3:41])[C:33]([O:38][CH3:39])=[C:34]([O:36][CH3:37])[CH:35]=3)[O:26]2)[CH:10]=[C:11]([OH:17])[C:12]=1[O:13][CH2:14][CH2:15][CH3:16])(=[O:5])=[O:6]. Procedure: A mixture of 1.2 g of 2-[3-(2-oxopropylsufonyl)-4-n-propoxy-5-benzyloxy- phenyl]-5-(3,4,5-trimethoxyphenyl) tetrahydrofuran, 400 mg 10% Pd/C, 1-2 drops of acetic acid in 100 mL of ethyl acetate was stirred under H2 at 40 psi for 45 minutes. The reaction mixture was filtered over a bed of celite and evaporated in vacuo to yield the title compound: NMR(200 MHz, CDCl3) δ 1.10 (t, CH2CH2CH3), 1.92 (m, CH2CH2CH3), 1.9-2.6 (m, 3-CH2 & 4-CH2), 2.40 (s, CH3C(O)CH2), 3.86 (s, OCH3), 3.90 (s, 2 OCH3), 4.1...